This data is from the Open Reaction Database (ORD), a public repository of structured organic reaction records. The task is: describe an organic reaction: reactants, conditions, products, and yield Starting materials: [Si](C)(C)(C(C)(C)C)OCC(C)N1C(OC(C1)COC1=CC(=CC=C1)Cl)=O (3-(2-t-butyldimethylsilyloxy-1-methylethyl)-5-(3-chlorophenoxymethyl)oxazolidin-2-one), [F-].C(CCC)[N+](CCCC)(CCCC)CCCC (tetrabutyl ammonium fluoride), [Cl-].[Na+] (sodium chloride). Solvent: O1CCCC1 (tetrahydrofuran), O1CCCC1 (tetrahydrofuran). Conditions: time 1.5 hour. Yields the product ClC=1C=C(OCC2CN(C(O2)=O)C(CO)C)C=CC1 (2-[5-(3-Chlorophenoxymethyl)-2-oxooxazolidin-3-yl]propanol). Yield: 89.3%. As a reaction SMILES: [F-].C([N+](CCCC)(CCCC)CCCC)CCC.[Si]([O:26][CH2:27][CH:28]([N:30]1[CH2:34][CH:33]([CH2:35][O:36][C:37]2[CH:42]=[CH:41][CH:40]=[C:39]([Cl:43])[CH:38]=2)[O:32][C:31]1=[O:44])[CH3:29])(C(C)(C)C)(C)C.[Cl-].[Na+]>O1CCCC1>[Cl:43][C:39]1[CH:38]=[C:37]([CH:42]=[CH:41][CH:40]=1)[O:36][CH2:35][CH:33]1[O:32][C:31](=[O:44])[N:30]([CH:28]([CH3:29])[CH2:27][OH:26])[CH2:34]1 |f:0.1,3.4|. Procedure details: 1.2 ml of a 26% w/v solution of tetrabutyl ammonium fluoride in tetrahydrofuran were added, whilst ice-cooling, to a solution of 152 mg of 3-(2-t-butyldimethylsilyloxy-1-methylethyl)-5-(3-chlorophenoxymethyl)oxazolidin-2-one (prepared as described in Preparation 11) in 1 ml of anhydrous tetrahydrofuran, and the mixture was stirred at room temperature for 1.5 hours. At the end of this time, a saturated aqueous solution of sodium chloride was added to the reaction mixture, and the mixture was extr...